The task is: describe an organic reaction: reactants, conditions, products, and yield. This data is from the Open Reaction Database (ORD), a public repository of structured organic reaction records. The reactants are CC(C#C)(C)NC(C1=CC(=CC(=C1)Cl)Cl)=O (N-(1,1-dimethyl-2-propynyl)-3,5-dichlorobenzamide), O-(2,4-dichlorophenyl)-O-methyl isopropylphosphoramidothioate, ClC1=C(C=CC=C1)CN1OCC(C1=O)(C)C (2-(2-chlorophenyl)methyl-4,4-dimethyl-3-isoxazolidinone), 2-(3,5-dichlorophenyl)-2-(2,2,2-trichloromethyl)oxirane, 6,7-dihydrodipyridol[1,2-a:2',1'-c]pyrazidiium, C[As]([O-])(=O)[O-].[Na+].[Na+] (disodium methanearsonate), COC(=S)SSC(=S)OC (di(methoxythiocarbonyl)disulfide), C(CC)N(C1=C(C=C(C=C1[N+](=O)[O-])C)[N+](=O)[O-])CCC (N,N-di(n-propyl)-2,6-dinitro-4-methylaniline), 3-(1-methylethyl)-1H-2,1,3-benzothiadiazin-(4)3H-one-2,2-dioxide, C(CC)N(C1=C(C=C(C=C1[N+](=O)[O-])S(=O)(=O)C)[N+](=O)[O-])CCC (N,N-di(n-propyl)-2,6-dinitro-4-methylsulfonylaniline), N-N-di(n-propyl)-2,6-dinitro-4-(trifiuoromethyl)aniline, C(\C=C/C(=O)O)(=O)NN (maleic hydrazide), 3,4,5,6-tetrahydro-3,5-dimethyl-2-thio-2H-1,3,5-thiadiazine, 2-[1-(ethoxyimino)butyl]-5-[s-(ethylthio)propyl]-3-hydroxy-2-cyclohexen-1-one, C(C)C(CC)NC(C1=C(C(=C(C=C1[N+](=O)[O-])C)C)[N+](=O)[O-])=O (N-(1-ethylpropyl)-3,4-dimethyl-2,6-dinitrobenzamide), C[As](O)(=O)[O-].[Na+] (monosodium methanearsonate), ClC=1C(C2=CC=CC=C2C(C1Cl)=O)=O (2,3-dichloro-1,4-naphthoquinone), FC(C1=CC(=CC=C1)N1N=CC=CC1=O)(F)F (α,α,α-trifluoro-m-toluyl-3-(2H)-pyridazinone), NC1=C(C(=NC(=C1Cl)Cl)C(=O)O)Cl (4-amino-3,5,6-trichloropicolinic acid), C[N+]1=CC=C(C=C1)C1=CC=[N+](C=C1)C (1,1'-dimethyl-4,4'-bipyridinium), NC1=NNC=N1 (3-amino-1,2,4-triazole), CN(C(C(C1=CC=CC=C1)C1=CC=CC=C1)=O)C (N,N-dimethyl-alpha,alpha-diphenylacetamide). Yields the product ClCC(=O)N(CC=C)CC=C (2-chloro-N,N-diallylacetamide). Reaction SMILES: C[C:2]([NH:6][C:7](=O)[C:8]1[CH:13]=C(Cl)C=C(Cl)C=1)(C)[C:3]#[CH:4].[C:17](NN)(=[O:23])/[CH:18]=C\C(O)=O.NC1N=CNN=1.C[As]([O-])(=O)O.[Na+].C[As]([O-])(=O)[O-].[Na+].[Na+].CN(C)C(=O)C(C1C=CC=CC=1)C1C=CC=CC=1.C(N(CCC)C1C([N+]([O-])=O)=CC(C)=CC=1[N+]([O-])=O)CC.C(N(CCC)C1C([N+]([O-])=O)=CC(S(C)(=O)=O)=CC=1[N+]([O-])=O)CC.NC1C([Cl:113])=C(Cl)N=C(C(O)=O)C=1Cl.ClC1C(=O)C2C(C(=O)C=1Cl)=CC=CC=2.COC(SSC(OC)=S)=S.C[N+]1C=CC(C2C=C[N+](C)=CC=2)=CC=1.ClC1C=CC=CC=1CN1C(=O)C(C)(C)CO1.C(C(NC(=O)C1C([N+]([O-])=O)=CC(C)=C(C)C=1[N+]([O-])=O)CC)C.FC(F)(F)C1C=CC=C(N2C(=O)C=CC=N2)C=1>>[Cl:113][CH2:18][C:17]([N:6]([CH2:2][CH:3]=[CH2:4])[CH2:7][CH:8]=[CH2:13])=[O:23] |f:3.4,5.6.7|. Procedure details: N-(1,1-dimethyl-2-propynyl)-3,5-dichlorobenzamide; maleic hydrazide; 3-amino-1,2,4-triazole; monosodium methanearsonate; disodium methanearsonate; N,N-dimethyl-alpha,alpha-diphenylacetamide; N-N-di(n-propyl)-2,6-dinitro-4-(trifiuoromethyl)aniline; N,N-di(n-propyl)-2,6-dinitro-4-methylaniline; N,N-di(n-propyl)-2,6-dinitro-4-methylsulfonylaniline; O-(2,4-dichlorophenyl)-O-methyl isopropylphosphoramidothioate; 4-amino-3,5,6-trichloropicolinic acid; 2,3-dichloro-1,4-naphthoquinone; di(methoxythiocar...